From a dataset of the Open Reaction Database (ORD), a public repository of structured organic reaction records. describe an organic reaction: reactants, conditions, products, and yield Reactants: Cl.FC=1C=CC(=C(C1)CC(O)(C1CCOCC1)C1CN(CCO1)CC1=CC=CC=C1)OC (2-[5-Fluoro-2-(methyloxy)phenyl]-1-[4-(phenylmethyl)morpholin-2-yl]-1-tetrahydro-2H-pyran-4-ylethanol hydrochloride), O (water). Run in C(C)(C)O (i-propanol), C(C)(C)O (i-propanol). Run at time 30 minute. The product is Cl.FC=1C=CC(=C(C1)CC(O)(C1CCOCC1)C1CNCCO1)OC (2-[5-Fluoro-2-(methyloxy)phenyl]-1-morpholin-2-yl-1-tetrahydro-2H-pyran-4-ylethanol hydrochloride). Reaction SMILES: [ClH:1].[F:2][C:3]1[CH:4]=[CH:5][C:6]([O:31][CH3:32])=[C:7]([CH2:9][C:10]([CH:18]2[O:23][CH2:22][CH2:21][N:20](CC3C=CC=CC=3)[CH2:19]2)([CH:12]2[CH2:17][CH2:16][O:15][CH2:14][CH2:13]2)[OH:11])[CH:8]=1.O>C(O)(C)C>[ClH:1].[F:2][C:3]1[CH:4]=[CH:5][C:6]([O:31][CH3:32])=[C:7]([CH2:9][C:10]([CH:18]2[O:23][CH2:22][CH2:21][NH:20][CH2:19]2)([CH:12]2[CH2:17][CH2:16][O:15][CH2:14][CH2:13]2)[OH:11])[CH:8]=1 |f:0.1,4.5|. Procedure: A 6 L Parr bottle is loaded with 51b (1021 g), i-propanol (3630 mL) and water (639 mL). After purging with N2, 5% Pd—C 52% wet is added (105.6 g) and the mixture is then pressurized with hydrogen (50 psi). The reaction mixture is shaken for 9 h 30 mins, then the mixture is filtered on a Hyflo Super Cel® pad (100 g) pre-imbibed with 80/20 i-propanol/water (500 mL). The catalyst is rinsed with a 80:20: i-propanol:water mixture (500 mL). The solvents are stripped off then i-propanol is added (2000 ... The reactants are C1(=CC=CC=C1)C1=C(C(=C(C1(O)C1=CC=C(C=C1)OC)C1=CC=CC=C1)C1=CC=CC=C1)C1=CC=CC=C1 (1,2,3,4-tetraphenyl-5-p-methoxyphenylcyclopenta-1,3-dien-5-ol), C(C)(=O)Br (acetyl bromide), CO (methanol). The solvent is C1(=CC=CC=C1)C (toluene). Product: BrC1(C(=C(C(=C1C1=CC=CC=C1)C1=CC=CC=C1)C1=CC=CC=C1)C1=CC=CC=C1)C1=CC=C(C=C1)OC (5-Bromo-1,2,3,4-tetraphenyl-5-p-methoxyphenylcyclopenta-1,3-diene). As a reaction SMILES: [C:1]1([C:7]2[C:11]([C:13]3[CH:18]=[CH:17][C:16]([O:19][CH3:20])=[CH:15][CH:14]=3)(O)[C:10]([C:21]3[CH:26]=[CH:25][CH:24]=[CH:23][CH:22]=3)=[C:9]([C:27]3[CH:32]=[CH:31][CH:30]=[CH:29][CH:28]=3)[C:8]=2[C:33]2[CH:38]=[CH:37][CH:36]=[CH:35][CH:34]=2)[CH:6]=[CH:5][CH:4]=[CH:3][CH:2]=1.C([Br:42])(=O)C.CO>C1(C)C=CC=CC=1>[Br:42][C:11]1([C:13]2[CH:18]=[CH:17][C:16]([O:19][CH3:20])=[CH:15][CH:14]=2)[C:10]([C:21]2[CH:26]=[CH:25][CH:24]=[CH:23][CH:22]=2)=[C:9]([C:27]2[CH:28]=[CH:29][CH:30]=[CH:31][CH:32]=2)[C:8]([C:33]2[CH:38]=[CH:37][CH:36]=[CH:35][CH:34]=2)=[C:7]1[C:1]1[CH:2]=[CH:3][CH:4]=[CH:5][CH:6]=1. Reported procedure: 54.19 g (0.11 mol) of 1,2,3,4-tetraphenyl-5-p-methoxyphenylcyclopenta-1,3-dien-5-ol were suspended in 300 ml of toluene. 74 g (0.6 mol) of acetyl bromide were added dropwise in the course of 20 minutes at room temperature and the reaction batch was then refluxed for 2 hours. Toward the end of the reaction, 2 ml of methanol were also added dropwise. Excess acetyl bromide and toluene were distilled off in vacuo. The remaining oil crystallized after addition of 100 ml of petroleum ether. The orange... Starting materials: CC(=O)OC(C)=O, CS(C)=O, O=C(NC(Cc1ccccc1)C(=O)N1CCCC1CO)c1cccc(Oc2ccccc2)c1, O. The product is O=CC1CCCN1C(=O)C(Cc1ccccc1)NC(=O)c1cccc(Oc2ccccc2)c1. Reaction SMILES: [C:34]([O:35][C:36](=[O:37])[CH3:38])(=[O:39])[CH3:40].[CH3:41][S:42]([CH3:43])=[O:44].[O:1]([c:2]1[cH:3][cH:4][cH:5][cH:6][cH:7]1)[c:8]1[cH:9][c:10]([C:11](=[O:12])[NH:13][CH:14]([CH2:15][c:16]2[cH:17][cH:18][cH:19][cH:20][cH:21]2)[C:22](=[O:23])[N:24]2[CH:25]([CH2:26][OH:27])[CH2:28][CH2:29][CH2:30]2)[cH:31][cH:32][cH:33]1.[OH2:45]>>[O:1]([c:2]1[cH:3][cH:4][cH:5][cH:6][cH:7]1)[c:8]1[cH:9][c:10]([C:11](=[O:12])[NH:13][CH:14]([CH2:15][c:16]2[cH:17][cH:18][cH:19][cH:20][cH:21]2)[C:22](=[O:23])[N:24]2[CH:25]([CH:26]=[O:27])[CH2:28][CH2:29][CH2:30]2)[cH:31][cH:32][cH:33]1. The reactants are CN1S(C2=C(C=C1C(=O)OCC)SC=C2)(=O)=O (Ethyl 2-methyl-2H-thieno[2,3-e]-1,2-thiazine-3-carboxylate 1,1-dioxide), CC(C)C[AlH]CC(C)C (DIBAL). The solvent is C1CCOC1 (THF). Reaction conditions: time 30 minute. The product is CN1S(C2=C(C=C1CO)SC=C2)(=O)=O (2-Methyl-2H-thieno[2,3-e]-1,2-thiazine-3-methanol 1,1-dioxide). As a reaction SMILES: [CH3:1][N:2]1[C:7]([C:8](OCC)=[O:9])=[CH:6][C:5]2[S:13][CH:14]=[CH:15][C:4]=2[S:3]1(=[O:17])=[O:16].CC(C[AlH]CC(C)C)C>C1COCC1>[CH3:1][N:2]1[C:7]([CH2:8][OH:9])=[CH:6][C:5]2[S:13][CH:14]=[CH:15][C:4]=2[S:3]1(=[O:17])=[O:16]. Procedure: To a solution of the product from Step D (3.16 g, 11.6 mmol) in anhydrous THF (30 mL) at 0° C. was added DIBAL (1.0M, 29.0 mL, 29.0 mmol). This mixture was stirred for 30 min, warmed to ambient temperature, and stirred for an additional 30 min. The mixture was evaporated to dryness and the residue mixed with ethyl acetate (100 mL) and poured into 2N HCl (50 mL). The organic layer was seperated, washed with brine, dried (MgSO4) and evaporated to dryness. Column chromatography (silica, ethyl aecta... The reactants are O=C1CCC(CC1)CNC(OCC1=CC=CC=C1)=O (benzyl (4-oxocyclohexyl)methylcarbamate), C[Mg]Br (Methylmagnesium bromide), O1CCCC1 (tetrahydrofuran). Solvent: CCOCC (ether). Run at temperature -78 celsius, time 2 hour. Product: C(C)C1(CCC(CC1)CNC(OCC1=CC=CC=C1)=O)O (benzyl (4-ethyl-4-hydroxycyclohexyl)methylcarbamate). Reaction SMILES: [O:1]=[C:2]1[CH2:7][CH2:6][CH:5]([CH2:8][NH:9][C:10](=[O:19])[O:11][CH2:12][C:13]2[CH:18]=[CH:17][CH:16]=[CH:15][CH:14]=2)[CH2:4][CH2:3]1.C[Mg]Br.O1CC[CH2:25][CH2:24]1>CCOCC>[CH2:24]([C:2]1([OH:1])[CH2:7][CH2:6][CH:5]([CH2:8][NH:9][C:10](=[O:19])[O:11][CH2:12][C:13]2[CH:14]=[CH:15][CH:16]=[CH:17][CH:18]=2)[CH2:4][CH2:3]1)[CH3:25]. Procedure details: To a vigorous stirring solution of benzyl (4-oxocyclohexyl)methylcarbamate (1 g) in tetrahydrofuran (20 mL) at −78° C. was slowly added 1 Methylmagnesium bromide (11.48 mL) in ether. After completion of the addition, the mixture was stirred at −78° C. for 2 hours and then was warmed to 0° C., and stirred in an ice bath for 30 minutes. The reaction was quenched with a cold NH4Cl aqueous solution. The precipitates were filtered off and washed with ethyl acetate. The filtrate was concentrated. The ... Reactants: CC1(OC[C@@H](O1)CCO\N=C\1/N[C@H](CC=2N=C(N=C(C21)C)N)C2=C(C=C(C=C2)F)C2=NC(=CC=C2)OC)C ((R,Z)-2-amino-7-(4-fluoro-2-(6-methoxypyridin-2-yl)phenyl)-4-methyl-7,8-dihydropyrido[4,3-d]pyrimidin-5(6H)-one O-2-((S)-2,2-dimethyl-1,3-dioxolan-4-yl)ethyl oxime), Cl (HCl). Product: NC=1N=C(C/2=C(N1)C[C@@H](N\C2=N/O)C2=C(C=C(C=C2)F)C2=NC(=CC=C2)OC)C ((R,Z)-2-amino-7-(4-fluoro-2-(6-methoxypyridin-2-yl)phenyl)-4-methyl-7,8-dihydropyrido[4,3-d]pyrimidin-5(6H)-one oxime). As a reaction SMILES: CC1(C)O[C@@H](CC[O:9]/[N:10]=[C:11]2\[NH:12][C@@H:13]([C:23]3[CH:28]=[CH:27][C:26]([F:29])=[CH:25][C:24]=3[C:30]3[CH:35]=[CH:34][CH:33]=[C:32]([O:36][CH3:37])[N:31]=3)[CH2:14][C:15]3[N:16]=[C:17]([NH2:22])[N:18]=[C:19]([CH3:21])[C:20]\2=3)CO1.Cl>>[NH2:22][C:17]1[N:18]=[C:19]([CH3:21])[C:20]2=[C:15]([CH2:14][C@H:13]([C:23]3[CH:28]=[CH:27][C:26]([F:29])=[CH:25][C:24]=3[C:30]3[CH:35]=[CH:34][CH:33]=[C:32]([O:36][CH3:37])[N:31]=3)[NH:12]/[C:11]/2=[N:10]\[OH:9])[N:16]=1. Reported procedure: Deprotection of 86h was achieved by treating with diluted HCl as described in Example 85 to yield Compound 37. Reactants: C1(=CC=CC=C1)C(N1C=NC(=C1)CCC#CCCC1CCCCC1)(C1=CC=CC=C1)C1=CC=CC=C1 (1-[1-Triphenylmethyl-1H-imidazol-4-yl]-6-cyclohexyl-3-hexyne), Cl (HCl). The solvent is C(C)O (ethyl alcohol). Conditions: temperature 90 celsius. Yields the product C1(CCCCC1)CCCCCCC=1N=CNC1 (4-(6-cyclohexylhexyl)imidazole). Yield: 34.6%. Reaction SMILES: C1(C(C2C=CC=CC=2)(C2C=CC=CC=2)[N:8]2[CH:12]=[C:11]([CH2:13][CH2:14][C:15]#[C:16][CH2:17][CH2:18][CH:19]3[CH2:24][CH2:23][CH2:22][CH2:21][CH2:20]3)[N:10]=[CH:9]2)C=CC=CC=1.Cl>C(O)C>[CH:19]1([CH2:18][CH2:17][CH2:16][CH2:15][CH2:14][CH2:13][C:11]2[N:10]=[CH:9][NH:8][CH:12]=2)[CH2:20][CH2:21][CH2:22][CH2:23][CH2:24]1. Procedure details: 1-[1-Triphenylmethyl-1H-imidazol-4-yl]-6-cyclohexyl-3-hexyne (0.629 g, 1.33 mmol) was suspended in ethyl alcohol (3 ml). 2N HCl (25 ml) was added and the reaction mixture heated at 90° C. for 1 hr. The reaction mixture was cooled, filtered through a pad of celite and the filtrate evaporated in vacuo. The residue was dissolved in methanol (20 ml). 10% Pd(C) (0.139 g) and ammonium formate (1.5 g) were added, and the reaction mixture heated at 65° C. under N2 for 6.5 hours. The reaction mixture was...